From a dataset of the Open Reaction Database (ORD), a public repository of structured organic reaction records. describe an organic reaction: reactants, conditions, products, and yield The reactants are COc1cc(CCl)cc(OC)c1OC, [K+], [K+], O=C([O-])[O-], Oc1ccc(N2CCNCC2)cc1. Yields the product COc1cc(CN2CCN(c3ccc(O)cc3)CC2)cc(OC)c1OC, Cl. Reaction SMILES: [CH3:1][O:2][c:3]1[cH:4][c:5]([CH2:6][Cl:7])[cH:8][c:9]([O:13][CH3:14])[c:10]1[O:11][CH3:12].[K+:28].[K+:29].[O-:30][C:31]([O-:32])=[O:33].[OH:15][c:16]1[cH:17][cH:18][c:19]([N:22]2[CH2:23][CH2:24][NH:25][CH2:26][CH2:27]2)[cH:20][cH:21]1>>[CH3:1][O:2][c:3]1[cH:4][c:5]([CH2:6][N:25]2[CH2:24][CH2:23][N:22]([c:19]3[cH:18][cH:17][c:16]([OH:15])[cH:21][cH:20]3)[CH2:27][CH2:26]2)[cH:8][c:9]([O:13][CH3:14])[c:10]1[O:11][CH3:12].[ClH:7]. Reactants: C(=O)(OC(C)(C)C)N1CC(NCC1)=O (1-Boc-3-oxopiperazine), BrC1=CSC=C1 (3-bromothiophene), [O-]P(=O)([O-])[O-].[K+].[K+].[K+] (K3PO4), CNCCNC (N,N′-dimethylethylendiamine). Reagents/catalysts: [Cu]I (CuI). Solvent: O1CCOCC1 (1,4-dioxane), CCOC(=O)C (EtOAc). Conditions: temperature 110 celsius, time 18 hour. Product: O=C1CN(CCN1C1=CSC=C1)C(=O)OC(C)(C)C (tert-Butyl 3-oxo-4-(3-thienyl)piperazine-1-carboxylate). RXN SMILES: [C:1]([N:8]1[CH2:13][CH2:12][NH:11][C:10](=[O:14])[CH2:9]1)([O:3][C:4]([CH3:7])([CH3:6])[CH3:5])=[O:2].Br[C:16]1[CH:20]=[CH:19][S:18][CH:17]=1.[O-]P([O-])([O-])=O.[K+].[K+].[K+].CNCCNC>O1CCOCC1.CCOC(C)=O.[Cu]I>[O:14]=[C:10]1[N:11]([C:16]2[CH:20]=[CH:19][S:18][CH:17]=2)[CH2:12][CH2:13][N:8]([C:1]([O:3][C:4]([CH3:7])([CH3:6])[CH3:5])=[O:2])[CH2:9]1 |f:2.3.4.5|. Procedure details: A mixture of 1-Boc-3-oxopiperazine (1.0 eq.), 3-bromothiophene (1.5 eq.), K3PO4(2.0 eq.), CuI (0.4 eq.) and N,N′-dimethylethylendiamine (0.8 eq.) in 1,4-dioxane (0.5M) was put in a sealed vial and stirred at 110° C. for 18 hr. Reaction mixture was diluted with EtOAc and filtered through a pad of SolcaFloc® 200 FCC. After removal of the solvent, the crude product was purified by flash column chromatography on silica gel using 10-40% EtOAc/Petroleum ether as eluent to afford the desired product H1... Starting materials: O=C(O)c1cc2c(s1)-c1cc(Br)ccc1OCC2, O=C([O-])O, CC#N, O=C(Cl)C(=O)Cl, CNc1ccc(Cl)cc1Cl, ClCCl, [Na+], CN(C)C=O, O. The product is CN(C(=O)c1cc2c(s1)-c1cc(Br)ccc1OCC2)c1ccc(Cl)cc1Cl. As a reaction SMILES: [Br:1][c:2]1[cH:3][cH:4][c:5]2[c:6]([cH:18]1)-[c:7]1[s:8][c:9]([C:15](=[O:16])[OH:17])[cH:10][c:11]1[CH2:12][CH2:13][O:14]2.[C:25](=[O:26])([O-:27])[OH:28].[CH3:48][C:49]#[N:50].[Cl:19][C:20]([C:21]([Cl:22])=[O:23])=[O:24].[Cl:30][c:31]1[c:32]([NH:33][CH3:34])[cH:35][cH:36][c:37]([Cl:39])[cH:38]1.[Cl:40][CH2:41][Cl:42].[Na+:29].[O:43]=[CH:44][N:45]([CH3:46])[CH3:47].[OH2:51]>>[Br:1][c:2]1[cH:3][cH:4][c:5]2[c:6]([cH:18]1)-[c:7]1[s:8][c:9]([C:15](=[O:17])[N:33]([c:32]3[c:31]([Cl:30])[cH:38][c:37]([Cl:39])[cH:36][cH:35]3)[CH3:34])[cH:10][c:11]1[CH2:12][CH2:13][O:14]2. Reactants: O=C1c2c(O)c(=O)n(CC3COCCN3Cc3ccccc3)c(=O)n2CCN1Cc1ccc(F)cc1, CCO, O=C(O)C(F)(F)F. Product: O=C1c2c(O)c(=O)n(CC3COCCN3)c(=O)n2CCN1Cc1ccc(F)cc1. RXN SMILES: [CH2:1]([c:2]1[cH:3][cH:4][cH:5][cH:6][cH:7]1)[N:8]1[CH:9]([CH2:14][n:15]2[c:16](=[O:36])[n:17]3[c:18]([c:19]([OH:22])[c:20]2=[O:21])[C:23](=[O:35])[N:24]([CH2:27][c:28]2[cH:29][cH:30][c:31]([F:34])[cH:32][cH:33]2)[CH2:25][CH2:26]3)[CH2:10][O:11][CH2:12][CH2:13]1.[CH3:44][CH2:45][OH:46].[F:37][C:38]([F:39])([F:40])[C:41]([OH:42])=[O:43]>>[NH:8]1[CH:9]([CH2:14][n:15]2[c:16](=[O:36])[n:17]3[c:18]([c:19]([OH:22])[c:20]2=[O:21])[C:23](=[O:35])[N:24]([CH2:27][c:28]2[cH:29][cH:30][c:31]([F:34])[cH:32][cH:33]2)[CH2:25][CH2:26]3)[CH2:10][O:11][CH2:12][CH2:13]1. Starting materials: C[C@@H]1CC[C@H](CC1)NC(=O)C=CC1=CC(=C(OCC(=O)N2CCC(CC2)N2CCCCC2)C=C1)OC (1-{4-{2-[N-(trans-4methylcyclohexyl)carbamoyl]vinyl}-2-methoxyphenoxyacetyl}-4-piperidinopiperidine). RXN SMILES: [CH3:1][C@H:2]1[CH2:7][CH2:6][C@H:5]([NH:8][C:9]([CH:11]=[CH:12][C:13]2[CH:34]=[CH:33][C:16]([O:17][CH2:18][C:19]([N:21]3[CH2:26][CH2:25][CH:24]([N:27]4[CH2:32][CH2:31][CH2:30][CH2:29][CH2:28]4)[CH2:23][CH2:22]3)=[O:20])=[C:15]([O:35][CH3:36])[CH:14]=2)=[O:10])[CH2:4][CH2:3]1>[C].[Pd].CO>[CH3:1][C@H:2]1[CH2:7][CH2:6][C@H:5]([NH:8][C:9]([CH2:11][CH2:12][C:13]2[CH:34]=[CH:33][C:16]([O:17][CH2:18][C:19]([N:21]3[CH2:22][CH2:23][CH:24]([N:27]4[CH2:28][CH2:29][CH2:30][CH2:31][CH2:32]4)[CH2:25][CH2:26]3)=[O:20])=[C:15]([O:35][CH3:36])[CH:14]=2)=[O:10])[CH2:4][CH2:3]1 |f:1.2|. Reagents/catalysts: [C].[Pd] (palladium-carbon). Yields the product C[C@@H]1CC[C@H](CC1)NC(=O)CCC1=CC(=C(OCC(=O)N2CCC(CC2)N2CCCCC2)C=C1)OC (1-{4-{2- [N-(trans-4-methylcyclohexyl) carbamoyl]ethyl}- 2-methoxyphenoxyacetyl}-4-piperidinopiperidine). Solvent: CO (methanol). Isolated yield 59.8%. Procedure: Using 0.2 g of 1-{4-{2-[N-(trans-4methylcyclohexyl)carbamoyl]vinyl}-2-methoxyphenoxyacetyl}-4-piperidinopiperidine (Example 190), 0.01 g of 10% palladium-carbon, and 30 ml of methanol, a reaction similar to that conducted in Example 147 was carried out. As a result, 0.12 g of 1-{4-{2- [N-(trans-4-methylcyclohexyl) carbamoyl]ethyl}- 2-methoxyphenoxyacetyl}-4-piperidinopiperidine (a compound of the present invention) was obtained as white crystal, which had the following physiochemical properties: Starting materials: COC(=O)c1ccc(-c2nnc(-c3ccc(C(F)(F)F)cc3)o2)c([N+](=O)[O-])c1, C1CCOC1. Yields the product COC(=O)c1ccc(-c2nnc(-c3ccc(C(F)(F)F)cc3)o2)c(N)c1. RXN SMILES: [F:1][C:2]([c:3]1[cH:4][cH:5][c:6](-[c:9]2[n:10][n:11][c:12](-[c:14]3[c:15]([N+:24]([O-:25])=[O:26])[cH:16][c:17]([C:18](=[O:19])[O:20][CH3:21])[cH:22][cH:23]3)[o:13]2)[cH:7][cH:8]1)([F:27])[F:28].[O:29]1[CH2:30][CH2:31][CH2:32][CH2:33]1>>[F:1][C:2]([c:3]1[cH:4][cH:5][c:6](-[c:9]2[n:10][n:11][c:12](-[c:14]3[c:15]([NH2:24])[cH:16][c:17]([C:18](=[O:19])[O:20][CH3:21])[cH:22][cH:23]3)[o:13]2)[cH:7][cH:8]1)([F:27])[F:28]. Procedure: A mixture of 6-[2-(benzyloxy)phenyl]-4-(methylsulfinyl)-2-oxo-1,2-dihydro-3-pyridinecarbonitrile (2.97 g, 8.16 mmol), bromoacetamide (1.27 g, 9.21 mmol), and K2CO3 (1.43 g, 10.4 mmol) in DMF (30 mL) was stirred at 60° C. for 1.5 hrs. The reaction mixture was poured into water, and the resulting precipitates were collected by filtration. The solid obtained was washed with acetone to give 2-{[6-[2-(benzyloxy)phenyl]-3-cyano-4-(methylsulfinyl)-2-pyridinyl]oxy}acetamide as a solid (2.09 g, yield; 61... Product: C(C1=CC=CC=C1)OC1=C(C=CC=C1)C1=CC(=C(C(=N1)OCC(=O)N)C#N)S(=O)C (2-{[6-[2-(benzyloxy)phenyl]-3-cyano-4-(methylsulfinyl)-2-pyridinyl]oxy}acetamide). Run in CN(C)C=O (DMF). The reactants are O (water), C(C1=CC=CC=C1)OC1=C(C=CC=C1)C1=CC(=C(C(N1)=O)C#N)S(=O)C (6-[2-(benzyloxy)phenyl]-4-(methylsulfinyl)-2-oxo-1,2-dihydro-3-pyridinecarbonitrile), BrCC(=O)N (bromoacetamide), C(=O)([O-])[O-].[K+].[K+] (K2CO3). Isolated yield 60.8%. Reaction SMILES: [CH2:1]([O:8][C:9]1[CH:14]=[CH:13][CH:12]=[CH:11][C:10]=1[C:15]1[NH:20][C:19](=[O:21])[C:18]([C:22]#[N:23])=[C:17]([S:24]([CH3:26])=[O:25])[CH:16]=1)[C:2]1[CH:7]=[CH:6][CH:5]=[CH:4][CH:3]=1.Br[CH2:28][C:29]([NH2:31])=[O:30].C([O-])([O-])=O.[K+].[K+].O>CN(C=O)C>[CH2:1]([O:8][C:9]1[CH:14]=[CH:13][CH:12]=[CH:11][C:10]=1[C:15]1[N:20]=[C:19]([O:21][CH2:28][C:29]([NH2:31])=[O:30])[C:18]([C:22]#[N:23])=[C:17]([S:24]([CH3:26])=[O:25])[CH:16]=1)[C:2]1[CH:7]=[CH:6][CH:5]=[CH:4][CH:3]=1 |f:2.3.4|. Run at temperature 60 celsius, time 1.5 hour.